This data is from the Open Reaction Database (ORD), a public repository of structured organic reaction records. The task is: describe an organic reaction: reactants, conditions, products, and yield The reactants are C(C1=CC=CC=C1)C=1C=NC2=C(C=CC=C2C1C=1C=C(C=CC1)N)C(F)(F)F ({3-[3-benzyl-8-(trifluoromethyl)quinolin-4-yl]phenyl}amine), CC=1C=C(C=O)C=CC1 (3-methylbenzaldehyde). Yields the product C(C1=CC=CC=C1)C=1C=NC2=C(C=CC=C2C1C=1C=C(C=CC1)N(CC1=CC(=CC=C1)C)CC1=CC(=CC=C1)C)C(F)(F)F ({3-[3-BENZYL-8-(TRIFLUOROMETHYL)QUINOLIN-4-YL]PHENYL}BIS(3-METHYLBENZYL)AMINE). Reaction SMILES: [CH2:1]([C:8]1[CH:9]=[N:10][C:11]2[C:16]([C:17]=1[C:18]1[CH:19]=[C:20]([NH2:24])[CH:21]=[CH:22][CH:23]=1)=[CH:15][CH:14]=[CH:13][C:12]=2[C:25]([F:28])([F:27])[F:26])[C:2]1[CH:7]=[CH:6][CH:5]=[CH:4][CH:3]=1.[CH3:29][C:30]1[CH:31]=[C:32]([CH:35]=[CH:36][CH:37]=1)[CH:33]=O>>[CH2:1]([C:8]1[CH:9]=[N:10][C:11]2[C:16]([C:17]=1[C:18]1[CH:19]=[C:20]([N:24]([CH2:25][C:12]3[CH:13]=[CH:14][CH:15]=[C:16]([CH3:17])[CH:11]=3)[CH2:29][C:30]3[CH:37]=[CH:36][CH:35]=[C:32]([CH3:33])[CH:31]=3)[CH:21]=[CH:22][CH:23]=1)=[CH:15][CH:14]=[CH:13][C:12]=2[C:25]([F:28])([F:26])[F:27])[C:2]1[CH:3]=[CH:4][CH:5]=[CH:6][CH:7]=1. Procedure: The title compound was prepared from {3-[3-benzyl-8-(trifluoromethyl)quinolin-4-yl]phenyl}amine and 3-methylbenzaldehyde according to the procedure of Example 66. MS (ESI) m/z 587.